Dataset: the Open Reaction Database (ORD), a public repository of structured organic reaction records. Task: describe an organic reaction: reactants, conditions, products, and yield Reactants: C(C)(C)(C)[Mg]Cl (tert-butylmagnesium chloride), BrC=1C=CC(=NC1)I (5-Bromo-2-iodopyridine), [Cu](C#N)C#N (copper cyanide). Run in C1CCOC1 (THF), C1CCOC1 (THF). Run at temperature -78 celsius, time 1 hour. Product: BrC=1C=CC(=NC1)C(C)(C)C (5-Bromo-2-tert-butylpyridine). The yield is 50.0%. As a reaction SMILES: [Cu](C#N)C#N.[C:6]([Mg]Cl)([CH3:9])([CH3:8])[CH3:7].[Br:12][C:13]1[CH:14]=[CH:15][C:16](I)=[N:17][CH:18]=1>C1COCC1>[Br:12][C:13]1[CH:14]=[CH:15][C:16]([C:6]([CH3:9])([CH3:8])[CH3:7])=[N:17][CH:18]=1. Procedure details: To a THF (40 ml) suspension of copper cyanide (1.79 g, 20 mmol) which was dried under reduced pressure for 4 hours was added 1.0 M THF solution of tert-butylmagnesium chloride (40 ml, 40 mmol) dropwise at −78° C. over 30 minutes and the mixture was stirred for 1 hour at −78° C. 5-Bromo-2-iodopyridine (2.83 g, 10 mmol) was added at −78° C. and the mixture was stirred for 1 hour at −78° C., followed by additional stirring for 16 hours at room temperature. Then, the reaction was quenched with 25% a... Starting materials: C(C)(=O)N1CC(C(CC1)=O)C (racemic 1-acetyl-3-methyl-piperidin-4-one), C(C1=CC=CC=C1)N (benzylamine). The product is C(C1=CC=CC=C1)N[C@@H]1[C@@H](CN(CC1)C(C)=O)C (Racemic cis 1-(4-benzylamino-3-methyl-piperidin-1-yl)-ethanone). As a reaction SMILES: [C:1]([N:4]1[CH2:9][CH2:8][C:7](=O)[CH:6]([CH3:11])[CH2:5]1)(=[O:3])[CH3:2].[CH2:12]([NH2:19])[C:13]1[CH:18]=[CH:17][CH:16]=[CH:15][CH:14]=1>>[CH2:12]([NH:19][C@H:7]1[CH2:8][CH2:9][N:4]([C:1](=[O:3])[CH3:2])[CH2:5][C@H:6]1[CH3:11])[C:13]1[CH:18]=[CH:17][CH:16]=[CH:15][CH:14]=1. Reported procedure: Racemic cis 1-(4-benzylamino-3-methyl-piperidin-1-yl)-ethanone was prepared in the same manner from racemic 1-acetyl-3-methyl-piperidin-4-one. In this instance, benzylamine was used instead of (R)-1-phenylethylamine. The reactants are COC(=O)c1cccc(Cn2ccc(OCc3ccc(F)cc3F)c(Br)c2=O)c1, CO, N. Yields the product NC(=O)c1cccc(Cn2ccc(OCc3ccc(F)cc3F)c(Br)c2=O)c1. As a reaction SMILES: [Br:1][c:2]1[c:3](=[O:29])[n:4]([CH2:18][c:19]2[cH:20][c:21]([C:22](=[O:23])[O:24][CH3:25])[cH:26][cH:27][cH:28]2)[cH:5][cH:6][c:7]1[O:8][CH2:9][c:10]1[c:11]([F:17])[cH:12][c:13]([F:16])[cH:14][cH:15]1.[CH3:31][OH:32].[NH3:30]>>[Br:1][c:2]1[c:3](=[O:29])[n:4]([CH2:18][c:19]2[cH:20][c:21]([C:22](=[O:23])[NH2:30])[cH:26][cH:27][cH:28]2)[cH:5][cH:6][c:7]1[O:8][CH2:9][c:10]1[c:11]([F:17])[cH:12][c:13]([F:16])[cH:14][cH:15]1. The reactants are [Br-], O=Cc1ccccc1Br, CCOCC, [Cl-], [Mg+]c1ccc(Cl)cc1, [NH4+]. The product is OC(c1ccc(Cl)cc1)c1ccccc1Br. As a reaction SMILES: [Br-:10].[Br:1][c:2]1[c:3]([CH:4]=[O:5])[cH:6][cH:7][cH:8][cH:9]1.[CH3:21][CH2:22][O:23][CH2:24][CH3:25].[Cl-:19].[Cl:11][c:12]1[cH:13][cH:14][c:15]([Mg+:18])[cH:16][cH:17]1.[NH4+:20]>>[Br:1][c:2]1[c:3]([CH:4]([OH:5])[c:15]2[cH:14][cH:13][c:12]([Cl:11])[cH:17][cH:16]2)[cH:6][cH:7][cH:8][cH:9]1. Starting materials: CN(C)CCNCCNc1ccc([N+](=O)[O-])cn1, O=[N+]([O-])c1ccc(NCCN(CCN2CCOCC2)S(=O)(=O)c2ccccc2[N+](=O)[O-])nc1. Product: O=[N+]([O-])c1ccc(NCCNCCN2CCOCC2)nc1. Reaction SMILES: [CH3:1][N:2]([CH3:3])[CH2:4][CH2:5][NH:6][CH2:7][CH2:8][NH:9][c:10]1[cH:11][cH:12][c:13]([N+:14]([O-:15])=[O:16])[cH:17][n:18]1.[O:19]1[CH2:20][CH2:21][N:22]([CH2:25][CH2:26][N:27]([S:28]([c:29]2[cH:30][cH:31][cH:32][cH:33][c:34]2[N+:35]([O-:36])=[O:37])(=[O:38])=[O:39])[CH2:40][CH2:41][NH:42][c:43]2[n:44][cH:45][c:46]([N+:49](=[O:50])[O-:51])[cH:47][cH:48]2)[CH2:23][CH2:24]1>>[O:19]1[CH2:20][CH2:21][N:22]([CH2:25][CH2:26][NH:27][CH2:40][CH2:41][NH:42][c:43]2[n:44][cH:45][c:46]([N+:49](=[O:50])[O-:51])[cH:47][cH:48]2)[CH2:23][CH2:24]1. The product is CCOC(=O)C(N)(C(C)=O)C1CCN(C(=O)OCc2ccccc2)CC1. As a reaction SMILES: [CH2:19]([CH3:20])[O:21][C:22]([CH2:23][NH2:24])=[O:25].[CH2:1]([c:2]1[cH:3][cH:4][cH:5][cH:6][cH:7]1)[O:8][C:9](=[O:10])[N:11]1[CH2:12][CH2:13][C:14](=[O:17])[CH2:15][CH2:16]1.[CH3:26][C:27](=[O:28])[O:29][C:30](=[O:31])[CH3:32].[ClH:18]>>[CH2:1]([c:2]1[cH:3][cH:4][cH:5][cH:6][cH:7]1)[O:8][C:9](=[O:10])[N:11]1[CH2:12][CH2:13][CH:14]([C:23]([C:22]([O:21][CH2:19][CH3:20])=[O:25])([NH2:24])[C:27]([CH3:26])=[O:28])[CH2:15][CH2:16]1. The reactants are CCOC(=O)CN, O=C1CCN(C(=O)OCc2ccccc2)CC1, CC(=O)OC(C)=O, Cl. Starting materials: ClC1=C(C=C(C=C1N1C[C@H]([C@@H](CC1)NC1COC1)O)C#N)NC1=NN2C(C(=N1)NCC)=NC=C2C#N ((+/−)-2-((2-chloro-5-cyano-3-((3R,4R)-3-hydroxy-4-(oxetan-3-ylamino)piperidin-1-yl)phenyl)amino)-4-(ethylamino)imidazo[2,1-f][1,2,4]triazine-7-carbonitrile), C(=O)(N1C=NC=C1)N1C=NC=C1 (1,1′-carbonyldiimidazole). Solvent: CN(C)C=O (DMF). Run at temperature 25 celsius, time 20 minute. The product is ClC1=C(C=C(C=C1N1C[C@@H]2[C@@H](CC1)N(C(O2)=O)C2COC2)C#N)NC2=NN1C(C(=N2)NCC)=NC=C1C#N (rac-2-((2-chloro-5-cyano-3-((3aR,7aR)-1-(oxetan-3-yl)-2-oxohexahydrooxazolo[5,4-c]pyridin-5 (2H)-yl)phenyl)amino)-4-(ethylamino)imidazo[2,1-f][1,2,4]triazine-7-carbonitrile). The yield is 51.5%. As a reaction SMILES: [Cl:1][C:2]1[C:7]([N:8]2[CH2:13][CH2:12][C@@H:11]([NH:14][CH:15]3[CH2:18][O:17][CH2:16]3)[C@H:10]([OH:19])[CH2:9]2)=[CH:6][C:5]([C:20]#[N:21])=[CH:4][C:3]=1[NH:22][C:23]1[N:28]=[C:27]([NH:29][CH2:30][CH3:31])[C:26]2=[N:32][CH:33]=[C:34]([C:35]#[N:36])[N:25]2[N:24]=1.[C:37](N1C=CN=C1)(N1C=CN=C1)=[O:38]>CN(C=O)C>[Cl:1][C:2]1[C:7]([N:8]2[CH2:13][CH2:12][C@H:11]3[N:14]([CH:15]4[CH2:16][O:17][CH2:18]4)[C:37](=[O:38])[O:19][C@@H:10]3[CH2:9]2)=[CH:6][C:5]([C:20]#[N:21])=[CH:4][C:3]=1[NH:22][C:23]1[N:28]=[C:27]([NH:29][CH2:30][CH3:31])[C:26]2=[N:32][CH:33]=[C:34]([C:35]#[N:36])[N:25]2[N:24]=1. Procedure details: To (+/−)-2-((2-chloro-5-cyano-3-((3R,4R)-3-hydroxy-4-(oxetan-3-ylamino)piperidin-1-yl)phenyl)amino)-4-(ethylamino)imidazo[2,1-f][1,2,4]triazine-7-carbonitrile (90 mg, 0.177 mmol) in DMF (5 mL) was added 1,1′-carbonyldiimidazole (200 mg, 1.233 mmol) and the reaction stirred at 25° C. 16 hr. The crude material was purified via preparative LC/MS with the following conditions: Column: XBridge C18, 19×mm, 5-μm particles; Mobile Phase A: 5:95 acetonitrile: water with 10-mM ammonium acetate; Mobile Pha...